Dataset: the Open Reaction Database (ORD), a public repository of structured organic reaction records. Task: describe an organic reaction: reactants, conditions, products, and yield Reactants: COC=1C=C(C=CC1)C(CC#N)=O (3-(3-Methoxy-phenyl)-3-oxo-propionitrile), NN (hydrazine). Run in CCO (EtOH). Product: COC=1C=C(C=CC1)C=1C=C(NN1)N (5-(3-Methoxy-phenyl)-2H-pyrazol-3-ylamine). RXN SMILES: [CH3:1][O:2][C:3]1[CH:4]=[C:5]([C:9](=O)[CH2:10][C:11]#[N:12])[CH:6]=[CH:7][CH:8]=1.[NH2:14][NH2:15]>CCO>[CH3:1][O:2][C:3]1[CH:4]=[C:5]([C:9]2[CH:10]=[C:11]([NH2:12])[NH:14][N:15]=2)[CH:6]=[CH:7][CH:8]=1. Reported procedure: 3-(3-Methoxy-phenyl)-3-oxo-propionitrile (2.0202 gms.) is then suspended in 55 mL of anhydrous EtOH. This suspension is treated with 0.73 mL of anhydrous hydrazine and subsequently heated to refluxing temperature for 1 day. The reaction mixture is concentrated in vacuo. The residue is then triturated with isopropanol to precipitate out the 5-(3-methoxy-phenyl)-2H-pyrazol-3-ylamine as a white solid. Reactants: N\C(\C(=O)OCC)=C\C(CP(=O)(O)O)C (ethyl E-2-amino-4-methyl-5-phosphono-pentenoate), ClC1=CC=C(CO)C=C1 (p-chlorobenzyl alcohol), Cl (hydrochloric acid). Run in ClCCl (dichloromethane). Product: N\C(\C(=O)OCC1=CC=C(C=C1)Cl)=C\C(CP(=O)(O)O)C (p-chlorobenzyl E-2-amino-4-methyl-5-phosphono-pentenoate). RXN SMILES: [NH2:1]/[C:2](=[CH:8]/[CH:9]([CH3:15])[CH2:10][P:11]([OH:14])([OH:13])=[O:12])/[C:3]([O:5][CH2:6][CH3:7])=[O:4].[Cl:16][C:17]1[CH:24]=[CH:23]C(CO)=[CH:19][CH:18]=1.Cl>ClCCl>[NH2:1]/[C:2](=[CH:8]/[CH:9]([CH3:15])[CH2:10][P:11]([OH:14])([OH:13])=[O:12])/[C:3]([O:5][CH2:6][C:7]1[CH:23]=[CH:24][C:17]([Cl:16])=[CH:18][CH:19]=1)=[O:4]. Procedure: A mixture of 2.37 g (10 mmols) of ethyl E-2-amino-4-methyl-5-phosphono-pentenoate, 14.3 g (100 mmols) of p-chlorobenzyl alcohol, 10 ml of dichloromethane and 20 ml of 4N hydrochloric acid is allowed to stand at room temperature for 1 week. The reaction mixture is evaporated to dryness, the residue is dissolved in 25 ml of ethanol and a solution of 15 ml of propylene oxide in 15 ml of ethanol is added dropwise. The crystalline precipitate formed is collected, washed twice with water, filtrated an... Starting materials: CN(C)C=O, CN1CCCC1, CCO, Cl, Cl, NC1CNC1, Nc1nc(-n2cc(C(=O)O)c(=O)c3cc(F)c(F)c(Cl)c32)c(F)cc1Cl. Yields the product Nc1nc(-n2cc(C(=O)O)c(=O)c3cc(F)c(N4CC(N)C4)c(Cl)c32)c(F)cc1Cl. RXN SMILES: [CH3:1][N:2]([CH3:3])[CH:4]=[O:5].[CH3:39][N:40]1[CH2:41][CH2:42][CH2:43][CH2:44]1.[CH3:45][CH2:46][OH:47].[ClH:32].[ClH:33].[NH2:34][CH:35]1[CH2:36][NH:37][CH2:38]1.[NH2:6][c:7]1[c:8]([Cl:31])[cH:9][c:10]([F:30])[c:11](-[n:13]2[cH:14][c:15]([C:27](=[O:28])[OH:29])[c:16](=[O:26])[c:17]3[cH:18][c:19]([F:25])[c:20]([F:24])[c:21]([Cl:23])[c:22]23)[n:12]1>>[NH2:6][c:7]1[c:8]([Cl:31])[cH:9][c:10]([F:30])[c:11](-[n:13]2[cH:14][c:15]([C:27](=[O:28])[OH:29])[c:16](=[O:26])[c:17]3[cH:18][c:19]([F:25])[c:20]([N:37]4[CH2:36][CH:35]([NH2:34])[CH2:38]4)[c:21]([Cl:23])[c:22]23)[n:12]1.